The task is: describe an organic reaction: reactants, conditions, products, and yield. This data is from the Open Reaction Database (ORD), a public repository of structured organic reaction records. Reactants: N#Cc1ccc(C=O)cc1, Cc1nc(N(C)N)nnc1-c1ccccc1, CO. The product is Cc1nc(N(C)N=Cc2ccc(C#N)cc2)nnc1-c1ccccc1. As a reaction SMILES: [C:17](#[N:18])[c:19]1[cH:20][cH:21][c:22]([CH:23]=[O:24])[cH:25][cH:26]1.[CH3:1][c:2]1[n:3][c:4]([N:14]([NH2:15])[CH3:16])[n:5][n:6][c:7]1-[c:8]1[cH:9][cH:10][cH:11][cH:12][cH:13]1.[CH3:27][OH:28]>>[CH3:1][c:2]1[n:3][c:4]([N:14]([N:15]=[CH:23][c:22]2[cH:21][cH:20][c:19]([C:17]#[N:18])[cH:26][cH:25]2)[CH3:16])[n:5][n:6][c:7]1-[c:8]1[cH:9][cH:10][cH:11][cH:12][cH:13]1. Reactants: O1[C@H](CCC1)CNCC=1NC(C2=C(N1)CCOC2)=O ((R)-2-(((tetrahydrofuran-2-yl)methylamino)methyl)-7,8-dihydro-3H-pyrano[4,3-d]pyrimidin-4(5H)-one), FC1=CC=C(C(=O)C2CCN(CC2)CC(=O)O)C=C1 (2-(4-(4-fluorobenzoyl)piperidin-1-yl)acetic acid), C27H33FN4O4. Yields the product FC1=CC=C(C(=O)C2CCN(CC2)CC(=O)N(C[C@@H]2OCCC2)CC=2NC(C3=C(N2)CCOC3)=O)C=C1 ((R)-2-(4-(4-Fluorobenzoyl)piperidin-1-yl)-N-((4-oxo-4,5,7,8-tetrahydro-3H-pyrano[4,3-d]pyrimidin-2-yl)methyl)-N-((tetrahydrofuran-2-yl)methyl)acetamide). Reaction SMILES: [O:1]1[CH2:5][CH2:4][CH2:3][C@@H:2]1[CH2:6][NH:7][CH2:8][C:9]1[NH:10][C:11](=[O:19])[C:12]2[CH2:18][O:17][CH2:16][CH2:15][C:13]=2[N:14]=1.[F:20][C:21]1[CH:38]=[CH:37][C:24]([C:25]([CH:27]2[CH2:32][CH2:31][N:30]([CH2:33][C:34](O)=[O:35])[CH2:29][CH2:28]2)=[O:26])=[CH:23][CH:22]=1>>[F:20][C:21]1[CH:22]=[CH:23][C:24]([C:25]([CH:27]2[CH2:28][CH2:29][N:30]([CH2:33][C:34]([N:7]([CH2:8][C:9]3[NH:10][C:11](=[O:19])[C:12]4[CH2:18][O:17][CH2:16][CH2:15][C:13]=4[N:14]=3)[CH2:6][C@H:2]3[CH2:3][CH2:4][CH2:5][O:1]3)=[O:35])[CH2:31][CH2:32]2)=[O:26])=[CH:37][CH:38]=1. Procedure details: Following the general procedure of Example 4, the title compound was prepared (20.2 mg) from (R)-2-(((tetrahydrofuran-2-yl)methylamino)methyl)-7,8-dihydro-3H-pyrano[4,3-d]pyrimidin-4(5H)-one and 2-(4-(4-fluorobenzoyl)piperidin-1-yl)acetic acid. Exact mass calculated for C27H33FN4O4 512.6. found 513.7 (ESI, M+H); 1H NMR (400 MHz, dichloromethane-d2) δ ppm 7.89 (dd, J=8.84, 5.31 Hz, 2H) 7.11 (t, J=8.59 Hz, 2H) 4.52-4.69 (m, 1H) 4.28-4.52 (m, 4H) 4.09-4.28 (m, 3H) 3.77-3.95 (m, 5H) 3.62-3.74 (m, 2H...